This data is from the Open Reaction Database (ORD), a public repository of structured organic reaction records. The task is: describe an organic reaction: reactants, conditions, products, and yield Starting materials: BrC=1C=C(CC2NCCC3=CC(=C(C=C23)OC)OC)C=CC1OC (1-(3-Bromo-4-methoxy-benzyl)6,7-dimethoxy-1,2,3,4-tetrahydroisoquinoline), BrCC(=O)Br (2-bromoacetyl bromide), C(C1=CC=CC=C1)N (benzylamine). Product: BrC=1C=C(CC2N(CCC3=CC(=C(C=C23)OC)OC)CC(=O)NCC2=CC=CC=C2)C=CC1OC (2-[1-(3-Bromo-4-methoxy-benzyl)-6,7-dimethoxy-3,4-dihydro-1H-isoquinolin-2-yl]-N-benzyl-acetamide). Reaction SMILES: [Br:1][C:2]1[CH:3]=[C:4]([CH:20]=[CH:21][C:22]=1[O:23][CH3:24])[CH2:5][CH:6]1[C:15]2[C:10](=[CH:11][C:12]([O:18][CH3:19])=[C:13]([O:16][CH3:17])[CH:14]=2)[CH2:9][CH2:8][NH:7]1.Br[CH2:26][C:27](Br)=[O:28].[CH2:30]([NH2:37])[C:31]1[CH:36]=[CH:35][CH:34]=[CH:33][CH:32]=1>>[Br:1][C:2]1[CH:3]=[C:4]([CH:20]=[CH:21][C:22]=1[O:23][CH3:24])[CH2:5][CH:6]1[C:15]2[C:10](=[CH:11][C:12]([O:18][CH3:19])=[C:13]([O:16][CH3:17])[CH:14]=2)[CH2:9][CH2:8][N:7]1[CH2:26][C:27]([NH:37][CH2:30][C:31]1[CH:36]=[CH:35][CH:34]=[CH:33][CH:32]=1)=[O:28]. Procedure: prepared by reaction of 1-(3-Bromo-4-methoxy-benzyl)6,7-dimethoxy-1,2,3,4-tetrahydroisoquinoline and 2-bromoacetyl bromide with benzylamine Reactants: Br, OCc1cc(F)cc(F)c1, O=S(=O)(O)O. The product is Fc1cc(F)cc(CBr)c1. Reaction SMILES: [BrH:1].[F:2][c:3]1[cH:4][c:5]([CH2:6][OH:7])[cH:8][c:9]([F:11])[cH:10]1.[S:12](=[O:13])(=[O:14])([OH:15])[OH:16]>>[Br:1][CH2:6][c:5]1[cH:4][c:3]([F:2])[cH:10][c:9]([F:11])[cH:8]1. Reactants: BrCC(=O)O (Bromoacetic acid), OCCN1C(C(CCC1=O)N1C(C2=CC=CC=C2C1=O)=O)=O (2-(1-(2-hydroxyethyl)-2,6-dioxopiperidin-3-yl)isoindoline-1,3-dione), C1CCC(CC1)N=C=NC2CCCCC2 (DCC). Solvent: C(Cl)Cl (DCM). The product is BrCC(=O)O.OCCN1C(C(CCC1=O)N1C(C2=CC=CC=C2C1=O)=O)=O (2-(1-(2-hydroxyethyl)-2,6-dioxopiperidin-3-yl)isoindolin-1,3-dione bromoacetate). The yield is 92.8%. As a reaction SMILES: [Br:1][CH2:2][C:3]([OH:5])=[O:4].[OH:6][CH2:7][CH2:8][N:9]1[C:14](=[O:15])[CH2:13][CH2:12][CH:11]([N:16]2[C:24](=[O:25])[C:23]3[C:18](=[CH:19][CH:20]=[CH:21][CH:22]=3)[C:17]2=[O:26])[C:10]1=[O:27].C1CCC(N=C=NC2CCCCC2)CC1>C(Cl)Cl>[Br:1][CH2:2][C:3]([OH:5])=[O:4].[OH:6][CH2:7][CH2:8][N:9]1[C:14](=[O:15])[CH2:13][CH2:12][CH:11]([N:16]2[C:17](=[O:26])[C:18]3[C:23](=[CH:22][CH:21]=[CH:20][CH:19]=3)[C:24]2=[O:25])[C:10]1=[O:27] |f:4.5|. Reported procedure: Bromoacetic acid (138.95 mg) and 2-(1-(2-hydroxyethyl)-2,6-dioxopiperidin-3-yl)isoindoline-1,3-dione (288 mg) were dissolved in DCM (20 mL). The mixture was stirred on a magnetic stirrer at room temperature. DCC (206 mg) was added in one portion. The mixture was allowed to react overnight. Then, the mixture was filtered to remove dicyclohexylurea. The filter cake washed several times with DCM. The filtrates were combined and then washed three times with brine (30 mL/wash), dried over anhydrous m... Starting materials: COc1cc(Br)ccc1F, O=C([O-])[O-], Cc1cnc(Cl)nc1N, ClCCl, [Cs+], [Cs+], C1COCCO1, O=C(C=Cc1ccccc1)C=Cc1ccccc1, O=C(C=Cc1ccccc1)C=Cc1ccccc1, O=C(C=Cc1ccccc1)C=Cc1ccccc1, [Pd], [Pd]. Yields the product COc1cc(Nc2nc(Cl)ncc2C)ccc1F. As a reaction SMILES: [Br:10][c:11]1[cH:12][c:13]([O:18][CH3:19])[c:14]([F:17])[cH:15][cH:16]1.[C:20](=[O:21])([O-:22])[O-:23].[Cl:1][c:2]1[n:3][cH:4][c:5]([CH3:9])[c:6]([NH2:8])[n:7]1.[Cl:32][CH2:33][Cl:34].[Cs+:24].[Cs+:25].[O:26]1[CH2:27][CH2:28][O:29][CH2:30][CH2:31]1.[O:37]=[C:38]([CH:39]=[CH:40][c:41]1[cH:42][cH:43][cH:44][cH:45][cH:46]1)[CH:47]=[CH:48][c:49]1[cH:50][cH:51][cH:52][cH:53][cH:54]1.[O:55]=[C:56]([CH:57]=[CH:58][c:59]1[cH:60][cH:61][cH:62][cH:63][cH:64]1)[CH:65]=[CH:66][c:67]1[cH:68][cH:69][cH:70][cH:71][cH:72]1.[O:73]=[C:74]([CH:75]=[CH:76][c:77]1[cH:78][cH:79][cH:80][cH:81][cH:82]1)[CH:83]=[CH:84][c:85]1[cH:86][cH:87][cH:88][cH:89][cH:90]1.[Pd:35].[Pd:36]>>[Cl:1][c:2]1[n:3][cH:4][c:5]([CH3:9])[c:6]([NH:8][c:11]2[cH:12][c:13]([O:18][CH3:19])[c:14]([F:17])[cH:15][cH:16]2)[n:7]1. Starting materials: [N+](=O)([O-])C1=CC=C(C=C1)C1=NOC=C1 (3-(4-Nitrophenyl)isoxazole), [N+](=O)([O-])C1=CC=C(C=C1)C1=NOC=C1 (3-(4-Nitrophenyl)isoxazole), C(C)(=O)O (acetic acid), Cl[Sn]Cl (SnCl2), [OH-].[Na+] (NaOH). Solvent: Cl (HCl). Run at time 4 hour. Yields the product O1N=C(C=C1)C1=CC=C(C=C1)N (4-Isoxazol-3-ylphenylamine). Isolated yield 59.5%. Reaction SMILES: [N+:1]([C:4]1[CH:9]=[CH:8][C:7]([C:10]2[CH:14]=[CH:13][O:12][N:11]=2)=[CH:6][CH:5]=1)([O-])=O.C(O)(=O)C.Cl[Sn]Cl.[OH-].[Na+]>Cl>[O:12]1[CH:13]=[CH:14][C:10]([C:7]2[CH:8]=[CH:9][C:4]([NH2:1])=[CH:5][CH:6]=2)=[N:11]1 |f:3.4|. Reported procedure: 3-(4-Nitrophenyl)isoxazole (Intermediate 4, 8 g, 42 mmol) was added to acetic acid (126 ml) and then SnCl2 (39 g, 205 mmol) in HCl (42 ml) was added. The reaction was allowed to stir for 4 hours and then 1M NaOH was added to bring the solution to pH˜11. The water layer was extracted with EtOAc and then the organic layers were collected, dried over Na2SO4, and dried under vacuum to yield the product (4 g). Reactants: [H-].[Na+] (sodium hydride), CC(C)(C)C1=NC(=NC(=C1O)C(C)(C)C)C (4,6-Bis(1,1-dimethylethyl) 5 hydroxy-2-methyl pyrimidine), COCCOCCl (2-Methoxyethoxymethyl chloride). Run in C1CCOC1 (THF), O1CCCC1 (tetrahydrofuran). Conditions: time 4 hour. The product is CC(C)(C)C1=NC(=NC(=C1OCOCCOC)C(C)(C)C)C (4,6-Bis(1,1-dimethylethyl)-5-[(2 methoxyethoxy)methoxy]-2-methylpyrimidine). As a reaction SMILES: [CH3:1][C:2]([C:5]1[C:10]([OH:11])=[C:9]([C:12]([CH3:15])([CH3:14])[CH3:13])[N:8]=[C:7]([CH3:16])[N:6]=1)([CH3:4])[CH3:3].[H-].[Na+].[CH3:19][O:20][CH2:21][CH2:22][O:23][CH2:24]Cl>O1CCCC1>[CH3:4][C:2]([C:5]1[C:10]([O:11][CH2:19][O:20][CH2:21][CH2:22][O:23][CH3:24])=[C:9]([C:12]([CH3:15])([CH3:14])[CH3:13])[N:8]=[C:7]([CH3:16])[N:6]=1)([CH3:1])[CH3:3] |f:1.2|. Reported procedure: 4,6-Bis(1,1-dimethylethyl) 5 hydroxy-2-methyl pyrimidine (9.8 g, 44.1 mmoles) is dissolved in 100 mL of tetrahydrofuran and added dropwise to a suspension of sodium hydride (1.2 g, 48.5 mmoles) in THF (50 mL) at 0° C. The reaction mixture is warmed to room temperature over 15 minutes. 2-Methoxyethoxymethyl chloride (7.1 g, 57.3 mmoles) is added to the reaction mixture at room temperature. After being stirred at room temperature for 4 hours, the reaction is quenched by the addition of saturated a... The reactants are COc1ccc(NC(=O)c2ccc(Br)nc2)cc1N1CCN(C)CC1, COCCOC, [Na+], [Na+], O=C([O-])[O-], O, c1ccc(P(c2ccccc2)(c2ccccc2)[Pd](P(c2ccccc2)(c2ccccc2)c2ccccc2)(P(c2ccccc2)(c2ccccc2)c2ccccc2)P(c2ccccc2)(c2ccccc2)c2ccccc2)cc1, OB(O)c1ccncc1. Yields the product COc1ccc(NC(=O)c2ccc(-c3ccncc3)nc2)cc1N1CCN(C)CC1. As a reaction SMILES: [Br:1][c:2]1[n:3][cH:4][c:5]([C:8](=[O:9])[NH:10][c:11]2[cH:12][c:13]([N:19]3[CH2:20][CH2:21][N:22]([CH3:25])[CH2:23][CH2:24]3)[c:14]([O:17][CH3:18])[cH:15][cH:16]2)[cH:6][cH:7]1.[CH3:42][O:43][CH2:44][CH2:45][O:46][CH3:47].[Na+:35].[Na+:36].[O-:37][C:38](=[O:39])[O-:40].[OH2:41].[cH:48]1[cH:49][cH:50][c:51]([P:52]([Pd:53]([P:54]([c:55]2[cH:56][cH:57][cH:58][cH:59][cH:60]2)([c:61]2[cH:62][cH:63][cH:64][cH:65][cH:66]2)[c:67]2[cH:68][cH:69][cH:70][cH:71][cH:72]2)([P:73]([c:74]2[cH:75][cH:76][cH:77][cH:78][cH:79]2)([c:80]2[cH:81][cH:82][cH:83][cH:84][cH:85]2)[c:86]2[cH:87][cH:88][cH:89][cH:90][cH:91]2)[P:92]([c:93]2[cH:94][cH:95][cH:96][cH:97][cH:98]2)([c:99]2[cH:100][cH:101][cH:102][cH:103][cH:104]2)[c:105]2[cH:106][cH:107][cH:108][cH:109][cH:110]2)([c:111]2[cH:112][cH:113][cH:114][cH:115][cH:116]2)[c:117]2[cH:118][cH:119][cH:120][cH:121][cH:122]2)[cH:123][cH:124]1.[n:26]1[cH:27][cH:28][c:29]([B:32]([OH:33])[OH:34])[cH:30][cH:31]1>>[c:2]1(-[c:29]2[cH:28][cH:27][n:26][cH:31][cH:30]2)[n:3][cH:4][c:5]([C:8](=[O:9])[NH:10][c:11]2[cH:12][c:13]([N:19]3[CH2:20][CH2:21][N:22]([CH3:25])[CH2:23][CH2:24]3)[c:14]([O:17][CH3:18])[cH:15][cH:16]2)[cH:6][cH:7]1. Reactants: C1OC2=CC(=C(C=C2O1)CC(=O)OC)C(C1=C(C=C(C=C1)[N+](=O)[O-])Cl)=O (methyl 4,5-methylenedioxy-2-(2-chloro-4-nitrobenzoyl)phenylacetate), O.NN (hydrazine hydrate), C(C)O (ethanol). Product: ClC1=C(C=CC(=C1)[N+](=O)[O-])C1=NNC(CC2=C1C=C1C(=C2)OCO1)=O (1-(2-Chloro-4-nitrophenyl)-7,8-methylenedioxy-3,5-dihydro-2,3-benzodiazepin-4(4H)-one). Reaction SMILES: [CH2:1]1[O:9][C:8]2[C:3](=[CH:4][C:5]([C:15](=O)[C:16]3[CH:21]=[CH:20][C:19]([N+:22]([O-:24])=[O:23])=[CH:18][C:17]=3[Cl:25])=[C:6]([CH2:10][C:11](OC)=[O:12])[CH:7]=2)[O:2]1.O.[NH2:28][NH2:29].C(O)C>>[Cl:25][C:17]1[CH:18]=[C:19]([N+:22]([O-:24])=[O:23])[CH:20]=[CH:21][C:16]=1[C:15]1[C:5]2[CH:4]=[C:3]3[O:2][CH2:1][O:9][C:8]3=[CH:7][C:6]=2[CH2:10][C:11](=[O:12])[NH:29][N:28]=1 |f:1.2|. Procedure: The title compound was prepared from methyl 4,5-methylenedioxy-2-(2-chloro-4-nitrobenzoyl)phenylacetate (11 g, 29 mmol) and hydrazine hydrate (5.0 mL, 88 mmol) in ethanol (60 mL) as a yellow solid (1.4 g, 3.9 mmol, 13%), mp: 202°-204° C. 1H NMR (CDCl3) 8.64 (s, 1H), 8.29-8.26 (m, 2H), 7.82 (d, J=8.2, 1H), 6.84 (s, 1H), 6.28 (s, 1H), 6.02 (s, 2H), 3.59 (s, 2H). Anal. Calcd. for C16H10N3O5.(1/2)H2O: C, 52.12; H, 3.01; N, 11.40. Found: C, 52.50; H, 3.36; N, 10.35. Reactants: CC1S[C@H]2N(C(=C1)C(=O)O)C(C2N)=O (2-methyl-7-amino-3-cephem-4-carboxylic acid), C[Si](C)(C)CC(=O)N (trimethylsilylacetamide), P(=O)(Cl)(Cl)Cl (phosphorus oxychloride), C(CCCCC)ON=C(C(=O)O)C=1N=C(SC1)NC=O (2-hexyloxyimino-2-(2-formylaminothiazol-4-yl)acetic acid), C(CCCCC)ON=C(C(=O)O)C=1NC(SC1)=NC=O (2-hexyloxyimino-2-(2-formylimino-2,3-dihydrothiazol-4-yl)acetic acid). The solvent is C(C)(=O)OCC (ethyl acetate), O (water), C(C)(=O)OCC (ethyl acetate), CN(C=O)C (N,N-dimethylformamide), C(C)(=O)OCC (ethyl acetate). Run at temperature -20 celsius. The product is CC1S[C@H]2N(C(=C1)C(=O)O)C(C2NC(C(C=2N=C(SC2)NC=O)=NOCCCCCC)=O)=O (2-methyl-7-[2-hexyloxyimino-2-(2-formylaminothiazol-4-yl)acetamido]-3-cephem-4-carboxylic acid). Reaction SMILES: P(Cl)(Cl)(Cl)=O.[CH2:6]([O:12][N:13]=[C:14]([C:18]1[N:19]=[C:20]([NH:23][CH:24]=[O:25])[S:21][CH:22]=1)[C:15]([OH:17])=O)[CH2:7][CH2:8][CH2:9][CH2:10][CH3:11].[CH3:26][CH:27]1[CH:32]=[C:31]([C:33]([OH:35])=[O:34])[N:30]2[C:36](=[O:39])[CH:37]([NH2:38])[C@H:29]2[S:28]1.C[Si](CC(N)=O)(C)C>C(OCC)(=O)C.O.CN(C)C=O>[CH3:26][CH:27]1[CH:32]=[C:31]([C:33]([OH:35])=[O:34])[N:30]2[C:36](=[O:39])[CH:37]([NH:38][C:15](=[O:17])[C:14](=[N:13][O:12][CH2:6][CH2:7][CH2:8][CH2:9][CH2:10][CH3:11])[C:18]3[N:19]=[C:20]([NH:23][CH:24]=[O:25])[S:21][CH:22]=3)[C@H:29]2[S:28]1. Procedure: To a solution of N,N-dimethylformamide (1.23 g) and ethyl acetate (9 ml) was added dropwise phosphorus oxychloride (2.58 g) at -10° to -5° C. with stirring, and the mixture was stirred for 30 minute at the same temperature. To the mixture were added 2-hexyloxyimino-2-(2-formylaminothiazol-4-yl)acetic acid (syn isomer), which can be represented as 2-hexyloxyimino-2-(2-formylimino-2,3-dihydrothiazol-4-yl)acetic acid (syn isomer), (4.2 g) and ethyl acetate (33 ml), and the mixture was stirred for 3...